This data is from the Open Reaction Database (ORD), a public repository of structured organic reaction records. The task is: describe an organic reaction: reactants, conditions, products, and yield The reactants are CCCC(CC)OC1=C(C=CC=C1)N1C(=CC=C1C=1SC=CC1)C=1SC=CC1 (1-[(4-n-hexyloxy)phenyl]-2,5-bis(2-thienyl)pyrrole), CN(C=O)C (N,N-dimetylformamide), C(#N)C(=C(C#N)C#N)C#N (tetracyanoethylene). Run in O (water). Run at time 24 hour. Product: CCCC(CC)OC1=C(C=CC=C1)N1C(=CC=C1C=1SC(=CC1)C(=C(C#N)C#N)C#N)C=1SC=CC1 (1-[(4-n-hexyloxy)phenyl]-2-(2-thienyl)-5-(5-tricyanoethenyl-2-thienyl)pyrrole). The yield is 82.9%. Reaction SMILES: [CH3:1][CH2:2][CH2:3][CH:4]([O:7][C:8]1[CH:13]=[CH:12][CH:11]=[CH:10][C:9]=1[N:14]1[C:18]([C:19]2[S:20][CH:21]=[CH:22][CH:23]=2)=[CH:17][CH:16]=[C:15]1[C:24]1[S:25][CH:26]=[CH:27][CH:28]=1)[CH2:5][CH3:6].CN(C)C=O.[C:34]([C:36]([C:42]#[N:43])=[C:37](C#N)[C:38]#[N:39])#[N:35]>O>[CH3:1][CH2:2][CH2:3][CH:4]([O:7][C:8]1[CH:13]=[CH:12][CH:11]=[CH:10][C:9]=1[N:14]1[C:18]([C:19]2[S:20][C:21]([C:37]([C:38]#[N:39])=[C:36]([C:42]#[N:43])[C:34]#[N:35])=[CH:22][CH:23]=2)=[CH:17][CH:16]=[C:15]1[C:24]1[S:25][CH:26]=[CH:27][CH:28]=1)[CH2:5][CH3:6]. Reported procedure: After dissolving 1-[(4-n-hexyloxy)phenyl]-2,5-bis(2-thienyl)pyrrole (205 mg) into N,N-dimetylformamide (30 ml), tetracyanoethylene (126 mg) was added thereto, and then they were stirred for 24 hours at room temperature. After addition of water thereinto, extraction by toluene was conducted. The obtained organic layer is dried over anhydrous sodium sulfate, and then condensation thereof under vacuum was conducted. Subsequently, the condensed substance is separated by silica gel column chromatogra... The reactants are IC1=CC=C(C(=O)OCC2(COC2)C2CCC2)C=C1 ((3-cyclobutyloxetan-3-yl)methyl 4-iodobenzoate), B(F)(F)F.CCOCC (boron trifluoride etherate). The solvent is ClCCl (dichloromethane). Conditions: time 8 hour. Yields the product C1(CCC1)C12COC(OC1)(OC2)C2=CC=C(C=C2)I (4-cyclobutyl-1-(4-iodophenyl)-2,6,7-trioxabicyclo[2.2.2]octane). The yield is 37.6%. As a reaction SMILES: [I:1][C:2]1[CH:19]=[CH:18][C:5]([C:6]([O:8][CH2:9][C:10]2([CH:14]3[CH2:17][CH2:16][CH2:15]3)[CH2:13][O:12][CH2:11]2)=[O:7])=[CH:4][CH:3]=1.B(F)(F)F.CCOCC>ClCCl>[CH:14]1([C:10]23[CH2:9][O:8][C:6]([C:5]4[CH:4]=[CH:3][C:2]([I:1])=[CH:19][CH:18]=4)([O:7][CH2:13]2)[O:12][CH2:11]3)[CH2:15][CH2:16][CH2:17]1 |f:1.2|. Procedure details: To a stirred solution of (3-cyclobutyloxetan-3-yl)methyl 4-iodobenzoate (7.42 g, 20 mmol) in dry dichloromethane (80 ml) at -70° C. under nitrogen atmosphere was added boron trifluoride etherate (2 ml). The solution was allowed to warm to room temperature, stirred overnight and then quenched with dry triethylamine (3 ml). The mixture was evaporated to dryness, partitioned between water and dichloromethane and the organic layer was separated, dried over anhydrous potassium carbonate and evaporate... The reactants are Compound II, C(C)NC(=O)NN(C)CC(=O)O (2-(2-(ethylcarbamoyl)-1-methylhydrazinyl)acetic acid), N[C@@H](CCCCNC(OC(C)(C)C)=O)C(=O)N(CC=1C=CC=C2C=CC=NC12)[C@H](C(OCC)OCC)C (tert-butyl (S)-5-amino-6-(((S)-1,1-diethoxypropan-2-yl)(quinolin-8-ylmethyl)amino)-6-oxohexylcarbamate). The product is C(C)OC([C@H](C)N(C([C@H](CCCCNC(OC(C)(C)C)=O)NC(CN(NC(NCC)=O)C)=O)=O)CC=1C=CC=C2C=CC=NC12)OCC (tert-butyl (S)-6-(((S)-1,1-diethoxypropan-2-yl)(quinolin-8-ylmethyl)amino)-5-(2-(2-(ethylcarbamoyl)-1-methylhydrazinyl)acetamido)-6-oxohexylcarbamate). RXN SMILES: [CH2:1]([NH:3][C:4]([NH:6][N:7]([CH2:9][C:10]([OH:12])=O)[CH3:8])=[O:5])[CH3:2].[NH2:13][C@H:14]([C:27]([N:29]([C@@H:41]([CH3:49])[CH:42]([O:46][CH2:47][CH3:48])[O:43][CH2:44][CH3:45])[CH2:30][C:31]1[CH:32]=[CH:33][CH:34]=[C:35]2[C:40]=1[N:39]=[CH:38][CH:37]=[CH:36]2)=[O:28])[CH2:15][CH2:16][CH2:17][CH2:18][NH:19][C:20](=[O:26])[O:21][C:22]([CH3:25])([CH3:24])[CH3:23]>>[CH2:47]([O:46][CH:42]([O:43][CH2:44][CH3:45])[C@@H:41]([N:29]([CH2:30][C:31]1[CH:32]=[CH:33][CH:34]=[C:35]2[C:40]=1[N:39]=[CH:38][CH:37]=[CH:36]2)[C:27](=[O:28])[C@@H:14]([NH:13][C:10](=[O:12])[CH2:9][N:7]([CH3:8])[NH:6][C:4](=[O:5])[NH:3][CH2:1][CH3:2])[CH2:15][CH2:16][CH2:17][CH2:18][NH:19][C:20](=[O:26])[O:21][C:22]([CH3:24])([CH3:25])[CH3:23])[CH3:49])[CH3:48]. Procedure details: According to the procedure described in the synthesis method of Compound II-15, 2-(2-(ethylcarbamoyl)-1-methylhydrazinyl)acetic acid (Compound VI-9) 51 mg (0.29 mmol) was coupled with tert-butyl (S)-5-amino-6-(((S)-1,1-diethoxypropan-2-yl)(quinolin-8-ylmethyl)amino)-6-oxohexylcarbamate (Compound IV-14) 100 mg (0.19 mmol) to obtain the title compound.